This data is from the Open Reaction Database (ORD), a public repository of structured organic reaction records. The task is: describe an organic reaction: reactants, conditions, products, and yield Starting materials: Cc1csc(Nc2ncc(Br)cc2Sc2ccccc2Cl)n1, COC(=O)CCS. The product is COC(=O)CCSc1cnc(Nc2nc(C)cs2)c(Sc2ccccc2Cl)c1. As a reaction SMILES: [Br:1][c:2]1[cH:3][c:4]([S:15][c:16]2[c:17]([Cl:22])[cH:18][cH:19][cH:20][cH:21]2)[c:5]([NH:8][c:9]2[s:10][cH:11][c:12]([CH3:14])[n:13]2)[n:6][cH:7]1.[SH:23][CH2:24][CH2:25][C:26](=[O:27])[O:28][CH3:29]>>[c:2]1([S:23][CH2:24][CH2:25][C:26](=[O:27])[O:28][CH3:29])[cH:3][c:4]([S:15][c:16]2[c:17]([Cl:22])[cH:18][cH:19][cH:20][cH:21]2)[c:5]([NH:8][c:9]2[s:10][cH:11][c:12]([CH3:14])[n:13]2)[n:6][cH:7]1. Reactants: CC1=NC2=C(C=CC=C2C=C1)Br (2-methyl-8-bromo-quinoline), [Cu]C#N (copper(I)cyanide). Solvent: CN1C(CCC1)=O (N-methylpyrrolidinone). The product is CC1=NC2=C(C=CC=C2C=C1)C#N (2-methyl-8-cyano-quinoline). RXN SMILES: [CH3:1][C:2]1[CH:11]=[CH:10][C:9]2[C:4](=[C:5](Br)[CH:6]=[CH:7][CH:8]=2)[N:3]=1.[Cu][C:14]#[N:15]>CN1CCCC1=O>[CH3:1][C:2]1[CH:11]=[CH:10][C:9]2[C:4](=[C:5]([C:14]#[N:15])[CH:6]=[CH:7][CH:8]=2)[N:3]=1. Reported procedure: Prepared by reacting 2-methyl-8-bromo-quinoline with copper(I)cyanide in N-methylpyrrolidinone under a protective gas atmosphere at 180° C.